Dataset: the Open Reaction Database (ORD), a public repository of structured organic reaction records. Task: describe an organic reaction: reactants, conditions, products, and yield The reactants are CC=C(C)Br, O=C([O-])[O-], CCO, CC1(C)OB(c2ccc(N)nc2)OC1(C)C, [Cs+], [Cs+], Cc1ccccc1, c1ccc(P(c2ccccc2)(c2ccccc2)[Pd](P(c2ccccc2)(c2ccccc2)c2ccccc2)(P(c2ccccc2)(c2ccccc2)c2ccccc2)P(c2ccccc2)(c2ccccc2)c2ccccc2)cc1. Product: CC=C(C)c1ccc(N)nc1. Reaction SMILES: [Br:17][C:18]([CH3:19])=[CH:20][CH3:21].[C:22](=[O:23])([O-:24])[O-:25].[CH2:28]([OH:29])[CH3:30].[CH3:1][C:2]1([CH3:3])[C:4]([CH3:5])([CH3:6])[O:7][B:8]([c:9]2[cH:10][cH:11][c:12]([NH2:15])[n:13][cH:14]2)[O:16]1.[Cs+:26].[Cs+:27].[c:31]1([CH3:32])[cH:33][cH:34][cH:35][cH:36][cH:37]1.[cH:38]1[cH:39][cH:40][c:41]([P:42]([Pd:43]([P:44]([c:45]2[cH:46][cH:47][cH:48][cH:49][cH:50]2)([c:51]2[cH:52][cH:53][cH:54][cH:55][cH:56]2)[c:57]2[cH:58][cH:59][cH:60][cH:61][cH:62]2)([P:63]([c:64]2[cH:65][cH:66][cH:67][cH:68][cH:69]2)([c:70]2[cH:71][cH:72][cH:73][cH:74][cH:75]2)[c:76]2[cH:77][cH:78][cH:79][cH:80][cH:81]2)[P:82]([c:83]2[cH:84][cH:85][cH:86][cH:87][cH:88]2)([c:89]2[cH:90][cH:91][cH:92][cH:93][cH:94]2)[c:95]2[cH:96][cH:97][cH:98][cH:99][cH:100]2)([c:101]2[cH:102][cH:103][cH:104][cH:105][cH:106]2)[c:107]2[cH:108][cH:109][cH:110][cH:111][cH:112]2)[cH:113][cH:114]1>>[c:9]1([C:18]([CH3:19])=[CH:20][CH3:21])[cH:10][cH:11][c:12]([NH2:15])[n:13][cH:14]1. Starting materials: C(C)(C)(C)OC(=O)N1C[C@H](CC1)NC(CC=1N=CN(C1)C(C1=CC=CC=C1)(C1=CC=CC=C1)C1=CC=CC=C1)=O ((S)-N-[1-(tert-Butoxycarbonyl)pyrrolidin-3-yl]-2-[1-(triphenylmethyl)-1H-imidazol-4-yl]acetamide), COC=1C=CC(=CC1)P2(=S)SP(=S)(S2)C=3C=CC(=CC3)OC (Lawesson's Reagent). Run in C1(=CC=CC=C1)C (toluene). Reaction conditions: temperature 50 celsius. Product: C(C)(C)(C)OC(=O)N1C[C@H](CC1)NC(CC=1N=CN(C1)C(C1=CC=CC=C1)(C1=CC=CC=C1)C1=CC=CC=C1)=S ((S)-N-[1-(tert-Butoxycarbonyl)pyrrolidin-3-yl]-2-[1-(triphenylmethyl)-1H-imidazol-4-yl]thioacetamide). Reaction SMILES: [C:1]([O:5][C:6]([N:8]1[CH2:12][CH2:11][C@H:10]([NH:13][C:14](=O)[CH2:15][C:16]2[N:17]=[CH:18][N:19]([C:21]([C:34]3[CH:39]=[CH:38][CH:37]=[CH:36][CH:35]=3)([C:28]3[CH:33]=[CH:32][CH:31]=[CH:30][CH:29]=3)[C:22]3[CH:27]=[CH:26][CH:25]=[CH:24][CH:23]=3)[CH:20]=2)[CH2:9]1)=[O:7])([CH3:4])([CH3:3])[CH3:2].COC1C=CC(P2(SP(C3C=CC(OC)=CC=3)(=S)S2)=[S:50])=CC=1>C1(C)C=CC=CC=1>[C:1]([O:5][C:6]([N:8]1[CH2:12][CH2:11][C@H:10]([NH:13][C:14](=[S:50])[CH2:15][C:16]2[N:17]=[CH:18][N:19]([C:21]([C:34]3[CH:39]=[CH:38][CH:37]=[CH:36][CH:35]=3)([C:28]3[CH:33]=[CH:32][CH:31]=[CH:30][CH:29]=3)[C:22]3[CH:27]=[CH:26][CH:25]=[CH:24][CH:23]=3)[CH:20]=2)[CH2:9]1)=[O:7])([CH3:4])([CH3:3])[CH3:2]. Procedure details: (S)-N-[1-(tert-Butoxycarbonyl)pyrrolidin-3-yl]-2-[1-(triphenylmethyl)-1H-imidazol-4-yl]acetamide, as described above in Step C, (1.27 g, 2.37 mmol) was dissolved in toluene (20 mL), Lawesson's Reagent (478 mg, 1.18 mmol) was added and the reaction mixture was heated to 50° C. for 5 hours. The mixture was concentrated in vacuo and the residue was chromatographed on silica gel, eluting with a gradient of CH2Cl2—1% to 5% MeOH—0.1% to 0.5% NH4OH, to yield the above-titled compound. The reactants are C(C)NCC=1C=NC=CC1 (N-ethyl-N-(3-pyridylmethyl)amine), CN=C=S (methyl isothiocyanate). Solvent: C(C)OCC (ethyl ether). Run at temperature 25 celsius, time 1 hour. Product: CNC(=S)N(CC=1C=NC=CC1)CC (N-methyl-N'-ethyl-N'-(3-pyridylmethyl)thiourea). The yield is 100.3%. As a reaction SMILES: [CH2:1]([NH:3][CH2:4][C:5]1[CH:6]=[N:7][CH:8]=[CH:9][CH:10]=1)[CH3:2].[CH3:11][N:12]=[C:13]=[S:14]>C(OCC)C>[CH3:11][NH:12][C:13]([N:3]([CH2:1][CH3:2])[CH2:4][C:5]1[CH:6]=[N:7][CH:8]=[CH:9][CH:10]=1)=[S:14]. Procedure details: In 50 ml of ethyl ether was dissolved 2.4 g of N-ethyl-N-(3-pyridylmethyl)amine followed by addition of 1.3 g of methyl isothiocyanate. The mixture was stirred at room temperature (25° C.) for 1 hour. The resulting precipitate was collected by filtration, washed with a small amount of ethyl ether and dried to give 3.7 g of N-methyl-N'-ethyl-N'-(3-pyridylmethyl)thiourea as white prisms. Procedure details: To a solution of 2-methyl-5-nitro-nicotinic acid ethyl ester 7 (1.43 mmol) in MeOH (15 mL) is added Pd (5% on carbon, 50% wet; 10% weight). After purging, the reaction mixture is stirred under hydrogen atmosphere for 3 h. The solvent is filtered through celite and the celite cake is washed with MeOH. The solvent is removed under vacuum to afford 5-amino-2-methyl-nicotinic acid ethyl ester 8 as yellow solid, which is used without further purification. 1H NMR (400 MHz, d6-DMSO) δ 7.19 (d, J=4.0 Hz... Solvent: CO (MeOH). Product: C(C)OC(C1=C(N=CC(=C1)N)C)=O (5-amino-2-methyl-nicotinic acid ethyl ester). Reagents/catalysts: [Pd] (Pd). Reactants: C(C)OC(C1=C(N=CC(=C1)[N+](=O)[O-])C)=O (2-methyl-5-nitro-nicotinic acid ethyl ester). As a reaction SMILES: [CH2:1]([O:3][C:4](=[O:15])[C:5]1[CH:10]=[C:9]([N+:11]([O-])=O)[CH:8]=[N:7][C:6]=1[CH3:14])[CH3:2]>CO.[Pd]>[CH2:1]([O:3][C:4](=[O:15])[C:5]1[CH:10]=[C:9]([NH2:11])[CH:8]=[N:7][C:6]=1[CH3:14])[CH3:2]. Reaction conditions: time 3 hour.